From a dataset of the Open Reaction Database (ORD), a public repository of structured organic reaction records. describe an organic reaction: reactants, conditions, products, and yield Yield: 97.6%. Starting materials: B (Borane), ClC1=CC(=C(OC2CCN(CC2)C(=O)C2CC(C(C2)O)O)C=C1)C (4-{[4-(4-Chloro-2-methylphenoxy)piperidin-1-yl]carbonyl}cyclopentane-1,2-diol), CO (methanol). The product is ClC1=CC(=C(OC2CCN(CC2)CC2CC(C(C2)O)O)C=C1)C (4-{[4-(4-Chloro-2-methylphenoxy)piperidin-1-yl]methyl}cyclopentane-1,2-diol). Procedure: 4-{[4-(4-Chloro-2-methylphenoxy)piperidin-1-yl]carbonyl}cyclopentane-1,2-diol (32.0 g) was dissolved in tetrahydrofuran (100 mL) and stirred, at room temperature, under nitrogen. Borane (1 M solution in THF; 300 mL) was added dropwise and then the reaction mixture was heated under reflux for 2 h. The reaction mixture was allowed to cool slightly and methanol (60 mL) was added carefully. Heating was resumed and continued overnight. The reaction mixture was concentrated in vacuo and the residue wa... As a reaction SMILES: [Cl:1][C:2]1[CH:23]=[CH:22][C:5]([O:6][CH:7]2[CH2:12][CH2:11][N:10]([C:13]([CH:15]3[CH2:19][CH:18]([OH:20])[CH:17]([OH:21])[CH2:16]3)=O)[CH2:9][CH2:8]2)=[C:4]([CH3:24])[CH:3]=1.B.CO>O1CCCC1>[Cl:1][C:2]1[CH:23]=[CH:22][C:5]([O:6][CH:7]2[CH2:8][CH2:9][N:10]([CH2:13][CH:15]3[CH2:16][CH:17]([OH:21])[CH:18]([OH:20])[CH2:19]3)[CH2:11][CH2:12]2)=[C:4]([CH3:24])[CH:3]=1. Reaction conditions: time 8 hour. Run in O1CCCC1 (tetrahydrofuran). The reactants are C(C)(=O)OCC (ethyl acetate), C(C)(C)(C)OC(NCC1=C(C=CC=C1)C#N)=O ((2-cyano-benzyl)-carbamic acid tert-butyl ester), [N-]=[N+]=[N-].[Na+] (sodium azide), [Cl-].[NH4+] (ammonium chloride). Run in CN(C=O)C (dimethylformamide). Product: C(C)(C)(C)OC(NCC1=C(C=CC=C1)C1=NN=NN1)=O ([2-(1H-tetrazol-5-yl)-benzyl]-carbamic acid tert-butyl ester). Reaction SMILES: [C:1]([O:5][C:6](=[O:17])[NH:7][CH2:8][C:9]1[CH:14]=[CH:13][CH:12]=[CH:11][C:10]=1[C:15]#[N:16])([CH3:4])([CH3:3])[CH3:2].[N-:18]=[N+:19]=[N-:20].[Na+].[Cl-].[NH4+].C(OCC)(=O)C>CN(C)C=O>[C:1]([O:5][C:6](=[O:17])[NH:7][CH2:8][C:9]1[CH:14]=[CH:13][CH:12]=[CH:11][C:10]=1[C:15]1[NH:20][N:19]=[N:18][N:16]=1)([CH3:4])([CH3:2])[CH3:3] |f:1.2,3.4|. Procedure details: A solution of (2-cyano-benzyl)-carbamic acid tert-butyl ester (35 mg, 0.15 mmol), sodium azide (49 mg, 0.75 mmol), ammonium chloride (40 mg, 0.75 mmol) in dimethylformamide (0.5 ml) was heated to 110° C. for 8 h. After cooling to room temperature, ethyl acetate was added and the resultant solid filtered. Concentration of the filtrate gave [2-(1H-tetrazol-5-yl)-benzyl]-carbamic acid tert-butyl ester; 1H NMR (CD3OD, 400 MHz) δ7.71(d, 1H, J=7.5 Hz), 7.58 (m, 2H), 7.48 (m, 1H), 4.44 (s, 2H), 1.42 (s...